Dataset: the Open Reaction Database (ORD), a public repository of structured organic reaction records. Task: describe an organic reaction: reactants, conditions, products, and yield The reactants are [Si](C)(C)(C(C)(C)C)OCC1(CC=2N(CCS1)C(=NN2)C2(CC2)C2=CC=C(C=C2)C2=CC=C(C=C2)C)C (8-({[Tert-butyl(dimethyl)silyl]oxy}methyl)-8-methyl-3-[1-(4′-methylbiphenyl-4-yl)cyclopropyl]-5,6,8,9-tetrahydro[1,2,4]triazolo[4,3-d][1,4]thiazepine), Cl (hydrochloric acid). The solvent is CO (methanol). The product is CC1(CC=2N(CCS1)C(=NN2)C2(CC2)C2=CC=C(C=C2)C2=CC=C(C=C2)C)CO ({8-Methyl-3-[1-(4′-methylbiphenyl-4-yl)cyclopropyl]-5,6,8,9-tetrahydro[1,2,4]triazolo[4,3-d][1,4]thiazepin-8-yl}methanol). Yield: 97.8%. RXN SMILES: [Si]([O:8][CH2:9][C:10]1([CH3:36])[S:16][CH2:15][CH2:14][N:13]2[C:17]([C:20]3([C:23]4[CH:28]=[CH:27][C:26]([C:29]5[CH:34]=[CH:33][C:32]([CH3:35])=[CH:31][CH:30]=5)=[CH:25][CH:24]=4)[CH2:22][CH2:21]3)=[N:18][N:19]=[C:12]2[CH2:11]1)(C(C)(C)C)(C)C.Cl>CO>[CH3:36][C:10]1([CH2:9][OH:8])[S:16][CH2:15][CH2:14][N:13]2[C:17]([C:20]3([C:23]4[CH:28]=[CH:27][C:26]([C:29]5[CH:30]=[CH:31][C:32]([CH3:35])=[CH:33][CH:34]=5)=[CH:25][CH:24]=4)[CH2:22][CH2:21]3)=[N:18][N:19]=[C:12]2[CH2:11]1. Procedure: A solution of the compound (155 mg, 0.3 mmol) obtained in Example 12-1) and 4 M hydrochloric acid (1,4-dioxane solution, 0.75 mL) in methanol (2 mL) was stirred at room temperature for 21 h. The reaction mixture was concentrated under reduced pressure, saturated aqueous sodium hydrogencarbonate was added to the residue, the mixture was extracted with dichloromethane, and the organic layer was washed with saturated sodium chloride solution and dried with anhydrous sodium sulfate. After filtration... The reactants are O1COC2=C1C=CC(=C2)C(=O)O (1,3-Benzodioxole -5-carboxylic acid), NCCCO (3-amino-1propanol). Product: OCCCNC(=O)C1=CC2=C(OCO2)C=C1 (N-(3-Hydroxyproyl)-1,3-benzodioxole-5-carboxamide). The yield is 65.0%. As a reaction SMILES: [O:1]1[C:5]2[CH:6]=[CH:7][C:8]([C:10]([OH:12])=O)=[CH:9][C:4]=2[O:3][CH2:2]1.[NH2:13][CH2:14][CH2:15][CH2:16][OH:17]>>[OH:17][CH2:16][CH2:15][CH2:14][NH:13][C:10]([C:8]1[CH:7]=[CH:6][C:5]2[O:1][CH2:2][O:3][C:4]=2[CH:9]=1)=[O:12]. Procedure details: 1,3-Benzodioxole -5-carboxylic acid (2.0 g, 12.0 mmol) and 3-amino-1propanol (0.8 ml, 15.6 mmol) were coupled according to the procedure of Example 17 to 1.74 g (65% yield) of a white solid. MP 112-113° C.; 1H NMR (DMSO-d6): δ1.65 (m, CH2), 3.27 (m, CH2), 3.42 (m, CH2), 4.45 (t, NH), 6.0 (s, CH2), 6.98 (d, 1 Ar H), 7.37 (d, 1 Ar H), 7.4 (d—d, 1 Ar H), 8.28 (t, NH) Electrospray Mass Spec: m/z 224.2 (M+H)+. The reactants are COC(=O)C(CNC(=O)OC(C)(C)C)NC(=O)c1sc(C(=O)NCc2cccc3[nH]ccc23)cc1C(F)(F)F, ClCCl, O=C(O)C(F)(F)F. Yields the product COC(=O)C(CN)NC(=O)c1sc(C(=O)NCc2cccc3[nH]ccc23)cc1C(F)(F)F, O=C(O)C(F)(F)F. As a reaction SMILES: [CH3:1][O:2][C:3]([CH:4]([CH2:5][NH:6][C:7]([O:8][C:9]([CH3:10])([CH3:11])[CH3:12])=[O:13])[NH:14][C:15](=[O:16])[c:17]1[s:18][c:19]([C:26]([NH:27][CH2:28][c:29]2[c:30]3[cH:31][cH:32][nH:33][c:34]3[cH:35][cH:36][cH:37]2)=[O:38])[cH:20][c:21]1[C:22]([F:23])([F:24])[F:25])=[O:39].[Cl:47][CH2:48][Cl:49].[F:40][C:41]([C:42](=[O:43])[OH:44])([F:45])[F:46]>>[CH3:1][O:2][C:3]([CH:4]([CH2:5][NH2:6])[NH:14][C:15](=[O:16])[c:17]1[s:18][c:19]([C:26]([NH:27][CH2:28][c:29]2[c:30]3[cH:31][cH:32][nH:33][c:34]3[cH:35][cH:36][cH:37]2)=[O:38])[cH:20][c:21]1[C:22]([F:23])([F:24])[F:25])=[O:39].[F:40][C:41]([C:42](=[O:43])[OH:44])([F:45])[F:46].